From a dataset of the Open Reaction Database (ORD), a public repository of structured organic reaction records. describe an organic reaction: reactants, conditions, products, and yield The reactants are ClC1=NC=C(N=C1)Cl (2,5-dichloropyrazine), CCN(C(C)C)C(C)C (Hunig's base), Cl.FC1=C(O[C@@H]2C(N(C[C@@H]2O)C2CCNCC2)=O)C=CC(=C1)S(=O)(=O)C ((3S,4S)-3-(2-fluoro-4-(methylsulfonyl)phenoxy)-4-hydroxy-1-(piperidin-4-yl)pyrrolidin-2-one hydrochloride). Run in CN(C)C=O (DMF). Run at temperature 100 celsius. Yields the product ClC=1N=CC(=NC1)N1CCC(CC1)N1C([C@H]([C@H](C1)O)OC1=C(C=C(C=C1)S(=O)(=O)C)F)=O ((3S,4S)-1-(1-(5-chloropyrazin-2-yl)piperidin-4-yl)-3-(2-fluoro-4-(methylsulfonyl)phenoxy)-4-hydroxypyrrolidin-2-one). Yield: 7.7%. RXN SMILES: Cl.[F:2][C:3]1[CH:22]=[C:21]([S:23]([CH3:26])(=[O:25])=[O:24])[CH:20]=[CH:19][C:4]=1[O:5][C@H:6]1[C@@H:10]([OH:11])[CH2:9][N:8]([CH:12]2[CH2:17][CH2:16][NH:15][CH2:14][CH2:13]2)[C:7]1=[O:18].[Cl:27][C:28]1[CH:33]=[N:32][C:31](Cl)=[CH:30][N:29]=1.CCN(C(C)C)C(C)C>CN(C=O)C>[Cl:27][C:28]1[N:29]=[CH:30][C:31]([N:15]2[CH2:14][CH2:13][CH:12]([N:8]3[CH2:9][C@H:10]([OH:11])[C@H:6]([O:5][C:4]4[CH:19]=[CH:20][C:21]([S:23]([CH3:26])(=[O:25])=[O:24])=[CH:22][C:3]=4[F:2])[C:7]3=[O:18])[CH2:17][CH2:16]2)=[N:32][CH:33]=1 |f:0.1|. Reported procedure: (3S,4S)-3-(2-fluoro-4-(methylsulfonyl)phenoxy)-4-hydroxy-1-(piperidin-4-yl)pyrrolidin-2-one hydrochloride (0.03 g, 0.073 mmol) was dissolved in DMF (2 mL) and 2,5-dichloropyrazine (0.012 g, 0.081 mmol) and Hunig's base (0.040 mL, 0.22 mmol) were added. The reaction was heated at 100° C. for 4 hours. The reaction was cooled and concentrated. The residue was purified by reverse phase chromatography (5 to 95% ACN in water) to afford (3S,4S)-1-(1-(5-chloropyrazin-2-yl)piperidin-4-yl)-3-(2-fluoro-4-(...